describe an organic reaction: reactants, conditions, products, and yield From a dataset of the Open Reaction Database (ORD), a public repository of structured organic reaction records. The reactants are O1C(=CC=C1)COCC=1C=C(CN)C=CC1 (3-(furan-2-ylmethoxymethyl)benzylamine), C(=O)(Cl)Cl (phosgene), S1N=C(C=2C1=NC=CC2)O (isothiazolo[5,4-b]pyridin-3-ol). Run in C1(=CC=CC=C1)C (toluene). Conditions: temperature 60 celsius, time 3 hour. Yields the product O1C(=CC=C1)COCC=1C=C(CNC(=O)N2SC3=NC=CC=C3C2=O)C=CC1 (N-[3-(furan-2-ylmethoxymethyl)benzyl]-3-oxo-3H-isothiazolo[5,4-b]pyridine-2-carboxamide). RXN SMILES: [O:1]1[CH:5]=[CH:4][CH:3]=[C:2]1[CH2:6][O:7][CH2:8][C:9]1[CH:10]=[C:11]([CH:14]=[CH:15][CH:16]=1)[CH2:12][NH2:13].[C:17](Cl)(Cl)=[O:18].[S:21]1[C:25]2=[N:26][CH:27]=[CH:28][CH:29]=[C:24]2[C:23]([OH:30])=[N:22]1>C1(C)C=CC=CC=1>[O:1]1[CH:5]=[CH:4][CH:3]=[C:2]1[CH2:6][O:7][CH2:8][C:9]1[CH:10]=[C:11]([CH:14]=[CH:15][CH:16]=1)[CH2:12][NH:13][C:23]([N:22]1[C:17](=[O:18])[C:24]2[C:25](=[N:26][CH:27]=[CH:28][CH:29]=2)[S:21]1)=[O:30]. Procedure: A solution of 3-(furan-2-ylmethoxymethyl)benzylamine (218 mg, 1 mmol) in toluene (10 ml) is admixed at 25° C. with phosgene (5 ml, 10 mmol; 20% solution in toluene) and heated to reflux. After 3 h, the mixture is filtered and the filtrate is concentrated. The residue is taken up in THF (25 ml) and admixed with compound 1 (122 mg, 0.8 mmol). The mixture is stirred at 60° C. for 3 h. The reaction is monitored by HPLC-MS. The solvent is reduced, and the product crystallizes. C20H17N3O4S, Mw 395.44.... The reactants are [Al+3], O=C1OCC(Cc2ccccc2)N1C(=O)C1CN(Cc2ccccc2)CC1c1ccsc1, C1CCOC1, [H-], [H-], [H-], [H-], [Li+]. The product is OCC1CN(Cc2ccccc2)CC1c1ccsc1. RXN SMILES: [Al+3:34].[CH2:1]([c:2]1[cH:3][cH:4][cH:5][cH:6][cH:7]1)[N:8]1[CH2:9][CH:10]([C:18](=[O:19])[N:20]2[CH:21]([CH2:22][c:23]3[cH:24][cH:25][cH:26][cH:27][cH:28]3)[CH2:29][O:30][C:31]2=[O:32])[CH:11]([c:13]2[cH:14][s:15][cH:16][cH:17]2)[CH2:12]1.[CH2:39]1[O:40][CH2:41][CH2:42][CH2:43]1.[H-:33].[H-:36].[H-:37].[H-:38].[Li+:35]>>[CH2:1]([c:2]1[cH:3][cH:4][cH:5][cH:6][cH:7]1)[N:8]1[CH2:9][CH:10]([CH2:18][OH:19])[CH:11]([c:13]2[cH:14][s:15][cH:16][cH:17]2)[CH2:12]1. Starting materials: O=C([O-])[O-], COc1cc(OC)c([N+](=O)[O-])cc1C(=O)O, COS(=O)(=O)OC, CCC(C)=O, Cl, [K+], [K+]. The product is COC(=O)c1cc([N+](=O)[O-])c(OC)cc1OC. RXN SMILES: [C:17](=[O:18])([O-:19])[O-:20].[CH3:1][O:2][c:3]1[c:4]([C:5](=[O:6])[OH:7])[cH:8][c:9]([N+:14](=[O:15])[O-:16])[c:10]([O:12][CH3:13])[cH:11]1.[CH3:23][O:24][S:25]([O:26][CH3:27])(=[O:28])=[O:29].[CH3:31][C:32](=[O:33])[CH2:34][CH3:35].[ClH:30].[K+:21].[K+:22]>>[CH3:1][O:2][c:3]1[c:4]([C:5](=[O:6])[O:7][CH3:17])[cH:8][c:9]([N+:14](=[O:15])[O-:16])[c:10]([O:12][CH3:13])[cH:11]1. Reported procedure: Into a 250 ml, 2-necked, round-bottomed flask, equipped with magnetic stirring, nitrogen inlet, and reflux condenser, were placed 6.98 g (28.8 mmole) of 3-carboxy-2-methoxydibenzofuran, 50 ml of dry tetrahydrofuran, 2.20 ml (30.2 mmole) of thionyl chloride, and 0.1 to 0.2 ml of N-methylpyrrolidinone. The mixture was refluxed for 2.5 hours and then allowed to cool to room temperature. Meanwhile, into a 3-necked, 500 ml, round bottomed flask, equipped with magnetic stirring, pressure-equalizing ad... Conditions: time 1 hour. The product is C(CC)C1(C2=CC=CC=C2C=2C=C(C(=CC12)O)NC(=O)C=1C(=CC2=C(OC3=C2C=CC=C3)C1)OC)CCC (N-(9,9-dipropyl-2-hydroxy-3-fluorenyl)-2-methoxydibenzofuran-3-carboxamide). The yield is 72.1%. Solvent: O1CCCC1 (tetrahydrofuran), CN1C(CCC1)=O (N-methylpyrrolidinone), O1CCCC1 (tetrahydrofuran). The reactants are C(=O)(O)C=1C(=CC2=C(OC3=C2C=CC=C3)C1)OC (3-carboxy-2-methoxydibenzofuran), acid chloride, N1=CC=CC=C1 (pyridine), S(=O)(Cl)Cl (thionyl chloride), NC=1C(=CC=2C(C3=CC=CC=C3C2C1)(CCC)CCC)O (3-amino-9,9-dipropyl-2-hydroxyfluorene). As a reaction SMILES: [C:1]([C:4]1[C:5]([O:17][CH3:18])=[CH:6][C:7]2[C:11]3[CH:12]=[CH:13][CH:14]=[CH:15][C:10]=3[O:9][C:8]=2[CH:16]=1)([OH:3])=O.S(Cl)(Cl)=O.[NH2:23][C:24]1[C:25]([OH:43])=[CH:26][C:27]2[C:28]([CH2:40][CH2:41][CH3:42])([CH2:37][CH2:38][CH3:39])[C:29]3[C:34]([C:35]=2[CH:36]=1)=[CH:33][CH:32]=[CH:31][CH:30]=3.N1C=CC=CC=1>O1CCCC1.CN1CCCC1=O>[CH2:40]([C:28]1([CH2:37][CH2:38][CH3:39])[C:27]2[CH:26]=[C:25]([OH:43])[C:24]([NH:23][C:1]([C:4]3[C:5]([O:17][CH3:18])=[CH:6][C:7]4[C:11]5[CH:12]=[CH:13][CH:14]=[CH:15][C:10]=5[O:9][C:8]=4[CH:16]=3)=[O:3])=[CH:36][C:35]=2[C:34]2[C:29]1=[CH:30][CH:31]=[CH:32][CH:33]=2)[CH2:41][CH3:42]. The reactants are ice water, BrC1=C(C=C2C(=CNC2=C1)C#N)F (6-bromo-5-fluoro-1H-indole-3-carbonitrile), C([O-])([O-])=O.[Cs+].[Cs+] (cesium carbonate), C1(CCC1)Br (cyclobutylbromide). Run in CN(C)C=O (DMF). Reaction conditions: temperature 90 celsius, time 3 day. The product is BrC1=C(C=C2C(=CN(C2=C1)C1CCC1)C#N)F (6-bromo-1-cyclobutyl-5-fluoro-1H-indole-3-carbonitrile). Isolated yield 91.1%. As a reaction SMILES: [Br:1][C:2]1[CH:10]=[C:9]2[C:5]([C:6]([C:11]#[N:12])=[CH:7][NH:8]2)=[CH:4][C:3]=1[F:13].C(=O)([O-])[O-].[Cs+].[Cs+].[CH:20]1(Br)[CH2:23][CH2:22][CH2:21]1>CN(C=O)C>[Br:1][C:2]1[CH:10]=[C:9]2[C:5]([C:6]([C:11]#[N:12])=[CH:7][N:8]2[CH:20]2[CH2:23][CH2:22][CH2:21]2)=[CH:4][C:3]=1[F:13] |f:1.2.3|. Reported procedure: To 6-bromo-5-fluoro-1H-indole-3-carbonitrile (49.2 g, 206 mmol) [prepared as in Example 6, Step B] was added cesium carbonate (133 g, 408 mmol), DMF (200 mL), and cyclobutylbromide (30 mL, 311 mmol). This mixture was stirred at 90° C. for three days, cooled to room temperature and poured into ice water. The precipitate was collected, washed with water and dried to give 6-bromo-1-cyclobutyl-5-fluoro-1H-indole-3-carbonitrile as a light grey solid (55 g, 90%). The reactants are CN1CCN(Cc2ccc(C(=O)O)cc2)CC1, C(=NC1CCCCC1)=NC1CCCCC1, ClCCl, Cc1ncc(N)cc1Nc1nccc(-c2cccnc2)n1. Product: Cc1ncc(NC(=O)c2ccc(CN3CCN(C)CC3)cc2)cc1Nc1nccc(-c2cccnc2)n1. RXN SMILES: [CH3:1][N:2]1[CH2:3][CH2:4][N:5]([CH2:8][c:9]2[cH:10][cH:11][c:12]([C:13](=[O:14])[OH:15])[cH:16][cH:17]2)[CH2:6][CH2:7]1.[CH:18]1([N:19]=[C:20]=[N:21][CH:22]2[CH2:23][CH2:24][CH2:25][CH2:26][CH2:27]2)[CH2:28][CH2:29][CH2:30][CH2:31][CH2:32]1.[Cl:54][CH2:55][Cl:56].[NH2:33][c:34]1[cH:35][c:36]([NH:41][c:42]2[n:43][cH:44][cH:45][c:46](-[c:48]3[cH:49][n:50][cH:51][cH:52][cH:53]3)[n:47]2)[c:37]([CH3:40])[n:38][cH:39]1>>[CH3:1][N:2]1[CH2:3][CH2:4][N:5]([CH2:8][c:9]2[cH:10][cH:11][c:12]([C:13](=[O:15])[NH:33][c:34]3[cH:35][c:36]([NH:41][c:42]4[n:43][cH:44][cH:45][c:46](-[c:48]5[cH:49][n:50][cH:51][cH:52][cH:53]5)[n:47]4)[c:37]([CH3:40])[n:38][cH:39]3)[cH:16][cH:17]2)[CH2:6][CH2:7]1. Starting materials: CC(C)(OC(=O)N[C@@H](CC(C)C)C(=O)NC(C(O)P(=O)(OC)OC)CC1CCCCC1)C ([(1,1-Dimethylethoxy)carbonyl]-N-[1-(cyclohexylmethyl)-2-(dimethoxvphosphinyl)-2-hydroxyethyl]-L-leucinamide), Cl (hydrochloric acid). The solvent is solution, C(C)(=O)OCC (ethyl acetate). Reaction conditions: time 1 hour. The product is Cl.C1(CCCCC1)C[C@@H](C(O)P(=O)(OC)OC)NC([C@@H](N)CC(C)C)=O (N-[(1S)-1-(Cyclohexylmethyl)-2-(dimethoxyphosphinyl)-2-hydroxyethyl]-L-leucinamide, monohydrochloride). As a reaction SMILES: CC(C)(OC([NH:7][C@H:8]([C:13]([NH:15][CH:16]([CH2:25][CH:26]1[CH2:31][CH2:30][CH2:29][CH2:28][CH2:27]1)[CH:17]([P:19]([O:23][CH3:24])([O:21][CH3:22])=[O:20])[OH:18])=[O:14])[CH2:9][CH:10]([CH3:12])[CH3:11])=O)C.[ClH:33]>C(OCC)(=O)C>[ClH:33].[CH:26]1([CH2:25][C@H:16]([NH:15][C:13](=[O:14])[C@H:8]([CH2:9][CH:10]([CH3:11])[CH3:12])[NH2:7])[CH:17]([P:19]([O:23][CH3:24])([O:21][CH3:22])=[O:20])[OH:18])[CH2:31][CH2:30][CH2:29][CH2:28][CH2:27]1 |f:3.4|. Procedure: The title compound of Example 1 (2.29 g, 4.8 mmol) was dissolved in a 1.2N solution of hydrochloric acid in ethyl acetate (25 mL). After 1 hour, the reaction mixture was concentrated yielding 2.2 g of the title A compound. Reactants: CCN1CCCC1CN, CCS(=O)(=O)c1cc(C(=O)O)c(OC)cc1N, CC(C)=O, CCOC(=O)Cl. Product: CCN1CCCC1CNC(=O)c1cc(S(=O)(=O)CC)c(N)cc1OC. Reaction SMILES: [CH2:24]([CH3:25])[N:26]1[CH:27]([CH2:31][NH2:32])[CH2:28][CH2:29][CH2:30]1.[CH3:1][O:2][c:3]1[c:4]([C:5](=[O:6])[OH:7])[cH:8][c:9]([S:13](=[O:14])(=[O:15])[CH2:16][CH3:17])[c:10]([NH2:12])[cH:11]1.[CH3:33][C:34](=[O:35])[CH3:36].[Cl:18][C:19]([O:20][CH2:21][CH3:22])=[O:23]>>[CH3:1][O:2][c:3]1[c:4]([C:5](=[O:7])[NH:32][CH2:31][CH:27]2[N:26]([CH2:24][CH3:25])[CH2:30][CH2:29][CH2:28]2)[cH:8][c:9]([S:13](=[O:14])(=[O:15])[CH2:16][CH3:17])[c:10]([NH2:12])[cH:11]1. Starting materials: compound, C(C1=CC=CC=C1)Cl (benzyl chloride), CN1C(N(CC1)C)=O (1,3-dimethylimidazolidinone), solution, C(CCC)[Li] (n-butyllithium), ice, C(C)(C)NC(C)C (N,N-diisopropylamine). The solvent is O1CCCC1 (tetrahydrofuran), CCCCCC (hexane), O1CCCC1 (tetrahydrofuran). Conditions: temperature -60 celsius. Product: C1(=CC=CC=C1)CC1(CCC1)C#N (1-[(Phenyl)methyl]cyclobutanecarbonitrile). Isolated yield 75.9%. RXN SMILES: C(N[CH:5]([CH3:7])[CH3:6])(C)C.C([Li])CCC.CN1[CH2:18][CH2:17][N:16](C)C1=O.[CH2:21](Cl)[C:22]1[CH:27]=[CH:26][CH:25]=[CH:24][CH:23]=1>O1CCCC1.CCCCCC>[C:22]1([CH2:21][C:18]2([C:17]#[N:16])[CH2:6][CH2:5][CH2:7]2)[CH:27]=[CH:26][CH:25]=[CH:24][CH:23]=1. Procedure details: To a solution under a flow of nitrogen and maintained at -30° C., of 82.3 ml (583 mmoles) of N,N-diisopropylamine in 600 ml of dried tetrahydrofuran, there is poured dropwise 364.4 ml (583 mmoles) of a 1.6M solution in hexane of n-butyllithium, then 83.4 ml of 1,3-dimethylimidazolidinone. The mixture is stirred 1/4 hour at -60° C. before cooling to -75° C. to add dropwise a mixture of 43.5 g (530 mmoles) of the compound prepared in example 27a and 500 ml of dried tetrahydrofuran. The mixture is ...